This data is from the Open Reaction Database (ORD), a public repository of structured organic reaction records. The task is: describe an organic reaction: reactants, conditions, products, and yield The reactants are CC(C)(C)Nc1cccnc1N1CCN(Cc2ccccc2)CC1, CCO, [H][H], [Pd]. Yields the product CC(C)(C)Nc1cccnc1N1CCNCC1. Reaction SMILES: [CH2:1]([c:2]1[cH:3][cH:4][cH:5][cH:6][cH:7]1)[N:8]1[CH2:9][CH2:10][N:11]([c:14]2[n:15][cH:16][cH:17][cH:18][c:19]2[NH:20][C:21]([CH3:22])([CH3:23])[CH3:24])[CH2:12][CH2:13]1.[CH3:27][CH2:28][OH:29].[H:25][H:26].[Pd:30]>>[NH:8]1[CH2:9][CH2:10][N:11]([c:14]2[n:15][cH:16][cH:17][cH:18][c:19]2[NH:20][C:21]([CH3:22])([CH3:23])[CH3:24])[CH2:12][CH2:13]1. Starting materials: C1(C=2C(C(N1CCC(=O)Cl)=O)=CC=CC2)=O (β-phthalimidopropionyl chloride), ice, NN1C=NC2=CC=C(C=C2C1(C1=CC=CC=C1)O)Cl (3-amino-6-chloro-3,4-dihydro-4-hydroxy-4-phenylquinazoline), N1=CC=CC=C1 (pyridine), C([O-])(O)=O.[Na+] (sodium bicarbonate). Run in O1CCCC1 (tetrahydrofuran), O1CCCC1 (tetrahydrofuran). The product is ClC=1C=CC(=C(C(=O)C2=CC=CC=C2)C1)N1C(=NN=C1)CCN1C(C=2C(C1=O)=CC=CC2)=O (5-chloro-2-[3-(2-phthalimidoethyl)-4H-1,2,4-triazol-4-yl]benzophenone). RXN SMILES: [NH2:1][N:2]1[C:11]([OH:18])([C:12]2[CH:17]=[CH:16][CH:15]=[CH:14][CH:13]=2)[C:10]2[C:5](=[CH:6][CH:7]=[C:8]([Cl:19])[CH:9]=2)[N:4]=[CH:3]1.N1C=CC=CC=1.[C:26]1(=[O:41])[N:30]([CH2:31][CH2:32][C:33](Cl)=O)[C:29](=[O:36])[C:28]2=[CH:37][CH:38]=[CH:39][CH:40]=[C:27]12.C(=O)(O)[O-].[Na+]>O1CCCC1>[Cl:19][C:8]1[CH:7]=[CH:6][C:5]([N:4]2[CH:3]=[N:2][N:1]=[C:33]2[CH2:32][CH2:31][N:30]2[C:29](=[O:36])[C:28]3=[CH:37][CH:38]=[CH:39][CH:40]=[C:27]3[C:26]2=[O:41])=[C:10]([CH:9]=1)[C:11]([C:12]1[CH:17]=[CH:16][CH:15]=[CH:14][CH:13]=1)=[O:18] |f:3.4|. Procedure details: A stirred mixture of 3-amino-6-chloro-3,4-dihydro-4-hydroxy-4-phenylquinazoline (2.74 g. 0.01 mole) in dry tetrahydrofuran (150 ml.) is cooled in an ice bath, under nitrogen, and treated with dry pyridine (1.77 ml., 0.022 mole). This mixture is then treated dropwise, during 1 hour with a solution of β-phthalimidopropionyl chloride (5.23 g., 0.022 mole) in tetrahydrofuran (25 ml.). The mixture is kept in the ice bath for 1 hour and at ambient temperature for 4 hours. It is then poured into cold, ... The reactants are BrC(C(=O)OCC)C (ethyl α-bromopropionate), [Cl-].[NH4+] (ammonium chloride), C(C)Br (ethyl bromide), [Mg] (magnesium), ClC1=CC=C(C=C1)CC(=C)C (p-chloro-(2-methyl-2-propenyl)benzene). Reagents/catalysts: [Ni](Cl)Cl (nickel chloride). Run in C1CCOC1 (THF), C1CCOC1 (THF), C1CCOC1 (THF), C1CCOC1 (THF), C1CCOC1 (THF). Conditions: temperature 130 celsius. Product: CC(CC1=CC=C(C=C1)C(C(=O)OCC)C)=C (ethyl α-[p-(2-methyl-2-propenyl)phenyl]propionate). Yield: 48.7%. As a reaction SMILES: C(Br)C.[Mg].Cl[C:6]1[CH:11]=[CH:10][C:9]([CH2:12][C:13]([CH3:15])=[CH2:14])=[CH:8][CH:7]=1.Br[CH:17]([CH3:23])[C:18]([O:20][CH2:21][CH3:22])=[O:19].[Cl-].[NH4+]>[Ni](Cl)Cl.C1COCC1>[CH3:15][C:13](=[CH2:14])[CH2:12][C:9]1[CH:10]=[CH:11][C:6]([CH:17]([CH3:23])[C:18]([O:20][CH2:21][CH3:22])=[O:19])=[CH:7][CH:8]=1 |f:4.5|. Procedure: Under a nitrogen atmosphere, 5 ml of dry THF and 0.3 ml of ethyl bromide were added to 2.92 g of magnesium turnings for Grignard reaction, and the mixture was stirred. Heat was generated and the temperature of the mixture rose. Then, a solution composed of 16.65 g of p-chloro-(2-methyl-2-propenyl)benzene and 2 ml of THF was added dropwise, and the temperature of the mixture was raised to 130° C. Some amount of THF was added, and the mixture was heated under reflux at 100° C. for 4 hours. After c... Starting materials: C(C)(=O)N1CCC2=CC=C(C=C12)N1CCN(CC1)C (1-acetyl-2,3-dihydro-6-(4-methylpiperazin-1-yl)-1H-indole), C([O-])([O-])=O.[K+].[K+] (potassium carbonate), [Br-].[Br-].[Br-].C(C1=CC=CC=C1)[N+](C)(C)C.C(C1=CC=CC=C1)[N+](C)(C)C.C(C1=CC=CC=C1)[N+](C)(C)C (benzyltrimethylammonium tribromide). Solvent: ClCCl (dichloromethane), CO (methanol). Yields the product C(C)(=O)N1CCC2=CC(=C(C=C12)N1CCN(CC1)C)Br (1-Acetyl-5-bromo-2,3-dihydro-6-(4-methylpiperazin-1-yl)-1H-indole). The yield is 96.8%. RXN SMILES: [C:1]([N:4]1[C:12]2[C:7](=[CH:8][CH:9]=[C:10]([N:13]3[CH2:18][CH2:17][N:16]([CH3:19])[CH2:15][CH2:14]3)[CH:11]=2)[CH2:6][CH2:5]1)(=[O:3])[CH3:2].C(=O)([O-])[O-].[K+].[K+].[Br-:26].[Br-].[Br-].C([N+](C)(C)C)C1C=CC=CC=1.C([N+](C)(C)C)C1C=CC=CC=1.C([N+](C)(C)C)C1C=CC=CC=1>ClCCl.CO>[C:1]([N:4]1[C:12]2[C:7](=[CH:8][C:9]([Br:26])=[C:10]([N:13]3[CH2:14][CH2:15][N:16]([CH3:19])[CH2:17][CH2:18]3)[CH:11]=2)[CH2:6][CH2:5]1)(=[O:3])[CH3:2] |f:1.2.3,4.5.6.7.8.9|. Reported procedure: A stirred mixture of 1-acetyl-2,3-dihydro-6-(4-methylpiperazin-1-yl)-1H-indole (D11, 2.0 g, 0.0077 mole) and anhydrous potassium carbonate (2.12 g, 0.015 mole) in a mixture of dichloromethane (100 ml) and methanol (50 ml) at -5° C. under argon was treated portionwise over 20 minutes with benzyltrimethylammonium tribromide (3.14 g, 0.0081 mole). The mixture was allowed to warm to room temperature over 1 h, then concentrated in vacuo and the residue dissolved in dichloromethane (150 ml), washed wi... The reactants are C=CC(=O)OC, Clc1c2ccccc2nn1-c1ccc(OCC2CCCN2)cc1. The product is COC(=O)CCN1CCCC1COc1ccc(-n2nc3ccccc3c2Cl)cc1. As a reaction SMILES: [C:24]([CH:25]=[CH2:26])(=[O:27])[O:28][CH3:29].[Cl:1][c:2]1[n:3](-[c:11]2[cH:12][cH:13][c:14]([O:17][CH2:18][CH:19]3[NH:20][CH2:21][CH2:22][CH2:23]3)[cH:15][cH:16]2)[n:4][c:5]2[cH:6][cH:7][cH:8][cH:9][c:10]12>>[Cl:1][c:2]1[n:3](-[c:11]2[cH:12][cH:13][c:14]([O:17][CH2:18][CH:19]3[N:20]([CH2:26][CH2:25][C:24](=[O:27])[O:28][CH3:29])[CH2:21][CH2:22][CH2:23]3)[cH:15][cH:16]2)[n:4][c:5]2[cH:6][cH:7][cH:8][cH:9][c:10]12.